describe an organic reaction: reactants, conditions, products, and yield From a dataset of the Open Reaction Database (ORD), a public repository of structured organic reaction records. The reactants are C(C)(C)(C)OC(=O)NC1=C(CNC=2C=3N(C=CC2)C(=C(N3)C)C=O)C(=CC=C1)C (8-(2-tert-butoxycarbonylamino-6-methylbenzylamino)-3-formyl-2-methylimidazo[1,2-a]pyridine), FC(C(=O)O)(F)F (trifluoroacetic acid), C1(=CC=CC=C1)OC (anisole). Yields the product NC1=C(CNC=2C=3N(C=CC2)C(=C(N3)C)C=O)C(=CC=C1)C (8-(2-Amino-6-methylbenzylamino)-3-formyl-2-methylimidazo[1,2-a]pyridine). As a reaction SMILES: C(OC([NH:8][C:9]1[CH:28]=[CH:27][CH:26]=[C:25]([CH3:29])[C:10]=1[CH2:11][NH:12][C:13]1[C:14]2[N:15]([C:19]([CH:23]=[O:24])=[C:20]([CH3:22])[N:21]=2)[CH:16]=[CH:17][CH:18]=1)=O)(C)(C)C.FC(F)(F)C(O)=O.C1(OC)C=CC=CC=1>>[NH2:8][C:9]1[CH:28]=[CH:27][CH:26]=[C:25]([CH3:29])[C:10]=1[CH2:11][NH:12][C:13]1[C:14]2[N:15]([C:19]([CH:23]=[O:24])=[C:20]([CH3:22])[N:21]=2)[CH:16]=[CH:17][CH:18]=1. Procedure details: Starting from 8-(2-tert-butoxycarbonylamino-6-methylbenzylamino)-3-formyl-2-methylimidazo[1,2-a]pyridine (3.6 g), trifluoroacetic acid (15 ml) and anisole (5 ml) according to the procedure described for Example C1 (Method B) gives, after chromatography on silica gel (eluent: toluene/dioxane=9:1) and crystallization from ethyl acetate/cyclohexane, 2.3 g (76%) of the title compound of m.p. 230-234° C.